From a dataset of the Open Reaction Database (ORD), a public repository of structured organic reaction records. describe an organic reaction: reactants, conditions, products, and yield The reactants are NaHCO3 NaS2O3, BrC1=C(C=CC(=C1)F)C(C(F)(F)F)O (1-(2-bromo-4-fluoro-phenyl)-2,2,2-trifluoro-ethanol), 3,3,3-triacetoxy-3-iodophthalide, C1COCCOCCOCCOCCOCCO1 (18-crown-6). Run in C(Cl)Cl (DCM), C(Cl)Cl (DCM). Reaction conditions: time 4 hour. The product is BrC1=C(C=CC(=C1)F)C(C(F)(F)F)=O (1-(2-Bromo-4-fluorophenyl)-2,2,2-trifluoroethanone). Yield: 75.6%. As a reaction SMILES: [Br:1][C:2]1[CH:7]=[C:6]([F:8])[CH:5]=[CH:4][C:3]=1[CH:9]([OH:14])[C:10]([F:13])([F:12])[F:11].C1OCCOCCOCCOCCOCCOC1>C(Cl)Cl>[Br:1][C:2]1[CH:7]=[C:6]([F:8])[CH:5]=[CH:4][C:3]=1[C:9](=[O:14])[C:10]([F:11])([F:12])[F:13]. Procedure details: Add 1-(2-bromo-4-fluoro-phenyl)-2,2,2-trifluoro-ethanol (12 g, 43.9 mmol) in 20 mL DCM to a stirred suspension solution of 3,3,3-triacetoxy-3-iodophthalide (52 g, 122.6 mmol) and 18-crown-6 (0.6 g) in DCM (400 mL). Stir the mixture at RT for 4 h and pour into a solution of NaHCO3/NaS2O3. Wash the organic layer with water, dry over sodium sulfate, and concentrate in vacuo. Purify the resulting crude product by FCC (20% ethyl acetate in hexane as the eluant) to give the title compound as a pale ye... Reactants: CC (ethane), FC(C(=O)C(F)(F)F)(F)F (hexafluoroacetone), 1,1-bis(trifluoromethyl)propanol-1. The product is FC(C(CCC(O)(C(F)(F)F)C(F)(F)F)(O)C(F)(F)F)(F)F (1,1,4,4-tetrakis(trifluoromethyl) butan-1,4-diol). As a reaction SMILES: [CH3:1][CH3:2].[F:3][C:4]([F:12])([F:11])[C:5]([C:7]([F:10])([F:9])[F:8])=[O:6]>>[F:3][C:4]([F:12])([F:11])[C:5]([C:7]([F:10])([F:9])[F:8])([OH:6])[CH2:1][CH2:2][C:5]([C:7]([F:10])([F:9])[F:8])([C:4]([F:12])([F:11])[F:3])[OH:6]. Procedure details: By starting the experiment with a 1:1 molar ratio of ethane to hexafluoroacetone, 47.3 g 1,1-bis(trifluoromethyl)propanol-1, b.p. 75°-80° C/705 mm. and 6.0 g of 1,1,4,4-tetrakis(trifluoromethyl) butan-1,4-diol, m.p. 96°-98° C, were obtained. From these data it will become apparent that increasing the molar ratio of ethane to hexafluoroacetone will increase the yield of the propanol-1 with respect to the diol. The converse is also true. That is, the more hexafluoroacetone one uses with respect to... Reactants: C[O-].[Na+] (sodium methylate), NC1=NC(=NC(=C1OC1=C(C=CC=C1)OC)Cl)C1=NC=CC=N1 (4-amino-6-chloro-5-(2-methoxy-phenoxy)-2,2'-bipyrimidine). Run in CO (methanol). Product: NC1=NC(=NC(=C1OC1=C(C=CC=C1)OC)OC)C1=NC=CC=N1 (4-Amino-6-methoxy-5-(2-methoxy-phenoxy)-2,2'-bipyrimidine). Reaction SMILES: [CH3:1][O-:2].[Na+].[NH2:4][C:5]1[C:10]([O:11][C:12]2[CH:17]=[CH:16][CH:15]=[CH:14][C:13]=2[O:18][CH3:19])=[C:9](Cl)[N:8]=[C:7]([C:21]2[N:26]=[CH:25][CH:24]=[CH:23][N:22]=2)[N:6]=1>CO>[NH2:4][C:5]1[C:10]([O:11][C:12]2[CH:17]=[CH:16][CH:15]=[CH:14][C:13]=2[O:18][CH3:19])=[C:9]([O:2][CH3:1])[N:8]=[C:7]([C:21]2[N:26]=[CH:25][CH:24]=[CH:23][N:22]=2)[N:6]=1 |f:0.1|. Reported procedure: 6.55 g of sodium methylate were added at room temperature to a solution of 4-amino-6-chloro-5-(2-methoxy-phenoxy)-2,2'-bipyrimidine in 200 ml of methanol and the solution was subsequently heated at reflux for 32 hours. The methanol was removed on a rotary evaporator, the residue was taken up in methylene chloride and washed with 1N hydrochloric acid. The organic phase was dried over magnesium sulphate, the solvent was finally removed in a water-jet vacuum. The crude product was chromatographed o... Solvent: CO (MeOH), O1CCOCC1 (1,4-dioxane), O (water). Reaction SMILES: Br[C:2]1[CH:3]=[C:4]([C:21]2[C:22]([CH3:27])=[N:23][O:24][C:25]=2[CH3:26])[C:5]2[O:10][CH2:9][CH:8]([C:11]3[CH:16]=[CH:15][CH:14]=[CH:13][CH:12]=3)[N:7]3[C:17](=[O:20])[NH:18][C:19]=1[C:6]=23.[C:28]1(B(O)O)[CH:33]=[CH:32][CH:31]=[CH:30][CH:29]=1.C(Cl)Cl.C(=O)([O-])[O-].[K+].[K+]>O1CCOCC1.CO.C1C=CC(P(C2C=CC=CC=2)[C-]2C=CC=C2)=CC=1.C1C=CC(P(C2C=CC=CC=2)[C-]2C=CC=C2)=CC=1.Cl[Pd]Cl.[Fe+2].O>[CH3:27][C:22]1[C:21]([C:4]2[C:5]3[O:10][CH2:9][CH:8]([C:11]4[CH:16]=[CH:15][CH:14]=[CH:13][CH:12]=4)[N:7]4[C:17](=[O:20])[NH:18][C:19]([C:6]=34)=[C:2]([C:28]3[CH:33]=[CH:32][CH:31]=[CH:30][CH:29]=3)[CH:3]=2)=[C:25]([CH3:26])[O:24][N:23]=1 |f:3.4.5,8.9.10.11|. The reagents and catalysts are C1=CC=C(C=C1)P([C-]2C=CC=C2)C3=CC=CC=C3.C1=CC=C(C=C1)P([C-]2C=CC=C2)C3=CC=CC=C3.Cl[Pd]Cl.[Fe+2] ([1,1′-bis(diphenylphosphino)ferrocene]dichloropalladium(II)). Yields the product CC1=NOC(=C1C1=CC(=C2C=3N(C(COC31)C3=CC=CC=C3)C(N2)=O)C2=CC=CC=C2)C (7-(3,5-Dimethylisoxazol-4-yl)-4,9-diphenyl-4,5-dihydroimidazo[1,5,4-de][1,4]benzoxazin-2(1H)-one). Reactants: BrC=1C=C(C2=C3N(C(CO2)C2=CC=CC=C2)C(NC13)=O)C=1C(=NOC1C)C (9-bromo-7-(3,5-dimethylisoxazol-4-yl)-4-phenyl-4,5-dihydroimidazo[1,5,4-de][1,4]benzoxazin-2(1H)-one), C1(=CC=CC=C1)B(O)O (phenylboronic acid), C(Cl)Cl (DCM), C([O-])([O-])=O.[K+].[K+] (potassium carbonate). Run at temperature 80 celsius. Reported procedure: A mixture of 9-bromo-7-(3,5-dimethylisoxazol-4-yl)-4-phenyl-4,5-dihydroimidazo[1,5,4-de][1,4]benzoxazin-2(1H)-one (9.0 mg, 0.021 mmol), phenylboronic acid (3.1 mg, 0.025 mmol), [1,1′-bis(diphenylphosphino)ferrocene]dichloropalladium(II), complex with DCM (1:1) (0.9 mg, 0.001 mmol) and potassium carbonate (8.8 mg, 0.063 mmol) in 1,4-dioxane (0.1 mL), and water (0.07 mL) was heated at 80° C. for 3 h. The reaction mixture was diluted with MeOH and purified on by preparative LCMS using a pH 10 buffe... Reactants: NC=1C(=CC(=C(OC=2C(=NC(=NC2)N)N)C1)C(C)C)OC (5-(5-amino-2-isopropyl-4-methoxy-phenoxy)-pyrimidine-2,4-diamine), C(C)(=O)O (acetic acid), [O-]C#N.[Na+] (sodium cyanate). Solvent: O (water). Conditions: time 30 minute. Product: NC1=NC=C(C(=N1)N)OC=1C(=CC(=C(C1)NC(=O)N)OC)C(C)C ([5-(2,4-diamino-pyrimidin-5-yloxy)-4-isopropyl-2-methoxy-phenyl]-urea). As a reaction SMILES: [NH2:1][C:2]1[C:3]([O:20][CH3:21])=[CH:4][C:5]([CH:17]([CH3:19])[CH3:18])=[C:6]([CH:16]=1)[O:7][C:8]1[C:9]([NH2:15])=[N:10][C:11]([NH2:14])=[N:12][CH:13]=1.C(O)(=O)C.[O-:26][C:27]#[N:28].[Na+]>O>[NH2:14][C:11]1[N:10]=[C:9]([NH2:15])[C:8]([O:7][C:6]2[C:5]([CH:17]([CH3:19])[CH3:18])=[CH:4][C:3]([O:20][CH3:21])=[C:2]([NH:1][C:27]([NH2:28])=[O:26])[CH:16]=2)=[CH:13][N:12]=1 |f:2.3|. Procedure details: To 5-(5-amino-2-isopropyl-4-methoxy-phenoxy)-pyrimidine-2,4-diamine (314 mg, 1.09 mmol) suspended in water (3 mL) was added acetic acid (0.25 mL, 4.34 mmol). Once all solids had dissolved, sodium cyanate (71 mg, 1.09 mmol, dissolved in 1.5 mL water) was added dropwise. After 30 minutes, the reaction was concentrated and purified with silica gel column chromatography eluting with 92/8/0.1 dichloromethane/methanol/ammonium hydroxide to yield [5-(2,4-diamino-pyrimidin-5-yloxy)-4-isopropyl-2-methoxy... Reactants: (2E)-5-(tert-Butoxycarbonylamino)-5-methylhex-3-enoic acid, CN(C(CCC1=CC2=CC=CC=C2C=C1)=O)CCC1=CC=CC=C1 (3-(2-naphthyl)propionic acid N-methyl-N-phenethylamide), C(C)N(C(C)C)C(C)C (Ethyldiisopropylamine), OC1=CC=NC=2NN=NC21 (Hydroxy-7-azabenzotriazole), Cl.CN(CCCN=C=NCC)C (N-(3-dimethylaminopropyl)-N′-ethylcarbodiimide hydrochloride), S(=O)(=O)(O)[O-].[Na+] (sodium hydrogen sulfate). Run in CN(C=O)C (N,N-dimethylformamide), O (water), C(C)(=O)OCC (ethyl acetate), ClCCl (dichloromethane), ClCCl (dichloromethane). Conditions: temperature 0 celsius, time 16 hour. Product: C(C)(C)(C)OC(NCCC=C)=O (but-3-enylcarbamic acid tert-butylester). As a reaction SMILES: [OH:1][C:2]1[C:10]2N=NNC=2N=C[CH:3]=1.Cl.[CH3:12]N(C)CCCN=C=NCC.C[N:24]([CH2:39][CH2:40][C:41]1[CH:46]=CC=CC=1)[C:25](=[O:38])CCC1C=CC2C(=CC=CC=2)C=1.C(N(C(C)C)C(C)C)C.S([O-])(O)(=O)=O.[Na+]>CN(C)C=O.ClCCl.O.C(OCC)(=O)C>[C:2]([O:1][C:25](=[O:38])[NH:24][CH2:39][CH2:40][CH:41]=[CH2:46])([CH3:10])([CH3:12])[CH3:3] |f:1.2,5.6|. Procedure: (2E)-5-(tert-Butoxycarbonylamino)-5-methylhex-3-enoic acid (303 mg, 1.04 mmol) was dissolved in N,N-dimethylformamide (2 ml) and dichloromethane (2 ml). Hydroxy-7-azabenzotriazole (170 mg, 1.25 mmol) was added as a solid. The solution was cooled to 0° C. N-(3-dimethylaminopropyl)-N′-ethylcarbodiimide hydrochloride (299 mg, 1.56 mmol) was added. The solution was stirred for 10 min at 0° C. (2R)-2Methylamino)-3-(2-naphthyl)propionic acid N-methyl-N-phenethylamide (360 mg, 1.04 mmol) was dissolved ... The reactants are C#CCCCCCC (1-octyne), COP(OC)[O-] (dimethylphosphite), C1(=CC=CC=C1)P(CCCP(C1=CC=CC=C1)C1=CC=CC=C1)C1=CC=CC=C1 (1,3-bis(diphenylphosphino)propane), C=C(CCCCCC)P(OCC)(OCC)=O (diethyl 1-octen-2-yl-phosphonate). Reagents/catalysts: C(C)(=O)[O-].[Pd+2].C(C)(=O)[O-] (palladium acetate), C(C)(=O)[O-].[Pd+2].C(C)(=O)[O-] (palladium acetate). Product: C=C(CCCCCC)P(OCC)(OCC)=O (diethyl 1-octen-2-yl-phosphonate), C(=CCCCCCC)P(OCC)(OCC)=O (diethyl 1-octen-1-yl-phosphonate). RXN SMILES: [CH:1]#[C:2][CH2:3][CH2:4][CH2:5][CH2:6][CH2:7][CH3:8].COP([O-])OC.C1(P(C2C=CC=CC=2)CCCP(C2C=CC=CC=2)C2C=CC=CC=2)C=CC=CC=1.[CH2:44]=[C:45]([P:52](=[O:59])([O:56][CH2:57][CH3:58])[O:53][CH2:54][CH3:55])[CH2:46][CH2:47][CH2:48][CH2:49][CH2:50][CH3:51]>C([O-])(=O)C.[Pd+2].C([O-])(=O)C>[CH2:44]=[C:45]([P:52](=[O:59])([O:56][CH2:57][CH3:58])[O:53][CH2:54][CH3:55])[CH2:46][CH2:47][CH2:48][CH2:49][CH2:50][CH3:51].[CH:1]([P:52](=[O:59])([O:56][CH2:57][CH3:58])[O:53][CH2:54][CH3:55])=[CH:2][CH2:3][CH2:4][CH2:5][CH2:6][CH2:7][CH3:8] |f:4.5.6|. Procedure details: A mixture of 5 mmol of 1-octyne, 5 mmol of dimethylphosphite and 0.025 mmol of palladium acetate and 1,3-bis(diphenylphosphino)propane (1.5 equivalents based on the palladium acetate) was reacted at 100° C. for 6 hours in the atmosphere of nitrogen. The proton NMR analysis of the resulting reaction mixture revealed that an isomeric mixture of (a) dimethyl 1-octen-2-yl-phosphonate and (b) dimethyl 1-octen-1-yl-phosphonate was obtained with a yield of 100% and that the weight ratio of the former p...